Dataset: the Open Reaction Database (ORD), a public repository of structured organic reaction records. Task: describe an organic reaction: reactants, conditions, products, and yield Starting materials: FC1=C(C=C(C=C1)C)NC(=O)NC1=CC=C(OC2=CC(=NC=C2)C2=CC(=CN2)C(=O)NC(C(=O)O)CCC(=O)O)C=C1 (2-{[(5-{4-[4-({[(2-fluoro-5-methylphenyl)amino]carbonyl}amino)phenoxy]pyridin-2-yl}-1H-pyrrol-3-yl)carbonyl]amino}pentanedioic acid), OCC(O)CO (glycerol), 1-Ethyl-3-(3-dimethyllaminopropyl)carbodiimide hydrochloride. The reagents and catalysts are CN(C1=CC=NC=C1)C (4-dimethylaminopyridine). Solvent: C1CCOC1 (THF). Reaction conditions: temperature 60 celsius, time 3 hour. The product is FC1=C(C=C(C=C1)C)NC(=O)NC1=CC=C(OC2=CC(=NC=C2)C2=CC(=CN2)C(=O)NC(C(=O)OCC(CO)O)CCC(=O)OCC(CO)O)C=C1 (bis(2,3-dihydroxypropyl) 2-{[(5-{-4-[4-({[(2-fluoro-5-methylphenyl)amino]carbonyl}amino)phenoxy]pyridin-2-yl}-1H-pyrrol-3-yl)carbonyl]amino}pentanedioate). Reaction SMILES: [F:1][C:2]1[CH:7]=[CH:6][C:5]([CH3:8])=[CH:4][C:3]=1[NH:9][C:10]([NH:12][C:13]1[CH:42]=[CH:41][C:16]([O:17][C:18]2[CH:23]=[CH:22][N:21]=[C:20]([C:24]3[NH:28][CH:27]=[C:26]([C:29]([NH:31][CH:32]([CH2:36][CH2:37][C:38]([OH:40])=[O:39])[C:33]([OH:35])=[O:34])=[O:30])[CH:25]=3)[CH:19]=2)=[CH:15][CH:14]=1)=[O:11].O[CH2:44][CH:45]([CH2:47][OH:48])[OH:46]>CN(C)C1C=CN=CC=1.C1COCC1>[F:1][C:2]1[CH:7]=[CH:6][C:5]([CH3:8])=[CH:4][C:3]=1[NH:9][C:10]([NH:12][C:13]1[CH:14]=[CH:15][C:16]([O:17][C:18]2[CH:23]=[CH:22][N:21]=[C:20]([C:24]3[NH:28][CH:27]=[C:26]([C:29]([NH:31][CH:32]([CH2:36][CH2:37][C:38]([O:40][CH2:44][CH:45]([OH:46])[CH2:47][OH:48])=[O:39])[C:33]([O:35][CH2:44][CH:45]([OH:46])[CH2:47][OH:48])=[O:34])=[O:30])[CH:25]=3)[CH:19]=2)=[CH:41][CH:42]=1)=[O:11]. Procedure: A mixture of 2-{[(5-{4-[4-({[(2-fluoro-5-methylphenyl)amino]carbonyl}amino)phenoxy]pyridin-2-yl}-1H-pyrrol-3-yl)carbonyl]amino}pentanedioic acid (60 mg, 0.10 mmol), glycerol (0.5 ml), 1-Ethyl-3-(3-dimethyllaminopropyl)carbodiimide hydrochloride (EDC.HCl, 37 mg, 0.19 mmol) and 4-dimethylaminopyridine (DMAP, 5 mg, 0.04 mmol) in anhydrous THF (10 ml) was stirred at 60° C. for 3 hours. The mixture was cooled to room temperature, concentrated and purified by silica gel chromatography eluting with a g... Reactants: C(C)(C)(C)C=1N=C(C2=C(N1)N(N=N2)CC)N2CC(CC2)(F)F (5-tert-Butyl-7-(3,3-difluoro-pyrrolidin-1-yl)-3-ethyl-3H-[1,2,3]triazolo[4,5-d]pyrimidine), C(C)(C)(C)C=1N=C(C2=C(N1)NN=N2)N2CC(CC2)(F)F (5-tert-butyl-7-(3,3-difluoropyrrolidin-1-yl)-3H-[1,2,3]triazolo[4,5-d]pyrimidine), ClCC1=NOC(=N1)C (3-(chloromethyl)-5-methyl-1,2,4-oxadiazole). Product: C(C)(C)(C)C=1N=C(C2=C(N1)N(N=N2)CC2=NOC(=N2)C)N2CC(CC2)(F)F (5-tert-Butyl-7-(3,3-difluoro-pyrrolidin-1-yl)-3-(5-methyl-[1,2,4]oxadiazol-3-ylmethyl)-3H-[1,2,3]triazolo[4,5-d]pyrimidine). Reaction SMILES: [C:1]([C:5]1[N:6]=[C:7]([N:16]2[CH2:20][CH2:19][C:18]([F:22])([F:21])[CH2:17]2)[C:8]2[N:13]=[N:12][N:11]([CH2:14][CH3:15])[C:9]=2[N:10]=1)([CH3:4])([CH3:3])[CH3:2].C(C1N=C(N2CCC(F)(F)C2)C2N=NNC=2N=1)(C)(C)C.ClCC1[N:49]=[C:48]([CH3:50])[O:47][N:46]=1>>[C:1]([C:5]1[N:6]=[C:7]([N:16]2[CH2:20][CH2:19][C:18]([F:21])([F:22])[CH2:17]2)[C:8]2[N:13]=[N:12][N:11]([CH2:14][C:15]3[N:49]=[C:48]([CH3:50])[O:47][N:46]=3)[C:9]=2[N:10]=1)([CH3:2])([CH3:3])[CH3:4]. Procedure: In analogy to the procedure described for the synthesis of 5-tert-butyl-7-(3,3-difluoropyrrolidin-1-yl)-3-ethyl-3H-[1,2,3]triazolo[4,5-d]pyrimidine (example 61), the title compound was prepared from 5-tert-butyl-7-(3,3-difluoropyrrolidin-1-yl)-3H-[1,2,3]triazolo[4,5-d]pyrimidine and 3-(chloromethyl)-5-methyl-1,2,4-oxadiazole and isolated as yellow gum. MS (m/e): 379.3 (MH+). Starting materials: C1(=CC=CC=C1)P(OC1=CC=CC=C1)(=O)C1=CC=CC=C1 (phenyl diphenylphosphinate), C[Si]([O-])(C)C.[Na+] (sodium trimethylsilanolate). Run in O1CCCC1 (tetrahydrofuran). Run at time 8 hour. The product is C1(=CC=CC=C1)P([O-])(=O)C1=CC=CC=C1.[Na+] (Sodium diphenylphosphinate). The yield is 67.8%. Reaction SMILES: [C:1]1([P:7]([C:16]2[CH:21]=[CH:20][CH:19]=[CH:18][CH:17]=2)(=[O:15])[O:8]C2C=CC=CC=2)[CH:6]=[CH:5][CH:4]=[CH:3][CH:2]=1.C[Si](C)(C)[O-].[Na+:27]>O1CCCC1>[C:1]1([P:7]([C:16]2[CH:21]=[CH:20][CH:19]=[CH:18][CH:17]=2)(=[O:8])[O-:15])[CH:2]=[CH:3][CH:4]=[CH:5][CH:6]=1.[Na+:27] |f:1.2,4.5|. Procedure: The procedure of Example 1 was followed except that a mixture of phenyl diphenylphosphinate (13.76 g, 46.7 mmol), sodium trimethylsilanolate (5.6 g, 50 mmol), and dry tetrahydrofuran (175 mL) was left standing overnight (as it became impossible to stir). Sodium diphenylphosphinate (7.6 g, 68% yield) was isolated as a white solid: 1H NMR (D2O) δ 6.6-8.0 (m, Ar--H's 10H). Anal. Calcd. for C12H10NaO2P: C, 60.01; H, 4.20; P, 12.90. Found: C, 55.25, 55.47; H, 4.22, 4.20; P, 11.06, 11.15. Starting materials: Cc1cc(F)c(CO)c(F)c1, Cc1cc(F)cc(F)c1F. The product is Cc1cc(F)c(CO)c(F)c1F. RXN SMILES: [F:11][c:12]1[cH:13][c:14]([CH3:15])[cH:16][c:17]([F:18])[c:19]1[CH2:20][OH:21].[F:1][c:2]1[c:3]([F:10])[c:4]([CH3:9])[cH:5][c:6]([F:8])[cH:7]1>>[F:1][c:2]1[c:3]([F:10])[c:4]([CH3:9])[cH:5][c:6]([F:8])[c:7]1[CH2:20][OH:21]. Procedure: Bubble nitrogen through a solution of 3-bromo-2-(4-fluorophenyl)-6,7-dihydro-5H-pyrrolo[1,2-a]imidazole (750 mg, 2.67 mmol) in dimethoxyethane (20 ml). Add bis(triphenylphosphine)palladium(II) chloride (175 mg, 0.095 mmol) and stir at room temperature for 3 minutes. Add (1-isobutyl-2-amino-1H-benzimidazol-6-yl)boronic acid (750 mg, 3.211 mmol) by 2M aqueous sodium carbonate (2.7 mL, 5.40 mmol). Heat at 90° C. for 16 hours. Cool to room temperature, dilute with water (50 ml), and extract with eth... The reagents and catalysts are Cl[Pd]([P](C1=CC=CC=C1)(C2=CC=CC=C2)C3=CC=CC=C3)([P](C4=CC=CC=C4)(C5=CC=CC=C5)C6=CC=CC=C6)Cl (bis(triphenylphosphine)palladium(II) chloride). The yield is 31.3%. As a reaction SMILES: Br[C:2]1[N:6]2[CH2:7][CH2:8][CH2:9][C:5]2=[N:4][C:3]=1[C:10]1[CH:15]=[CH:14][C:13]([F:16])=[CH:12][CH:11]=1.[CH2:17]([N:21]1[C:25]2[CH:26]=[C:27](B(O)O)[CH:28]=[CH:29][C:24]=2[N:23]=[C:22]1[NH2:33])[CH:18]([CH3:20])[CH3:19].C(=O)([O-])[O-].[Na+].[Na+]>C(COC)OC.O.Cl[Pd](Cl)([P](C1C=CC=CC=1)(C1C=CC=CC=1)C1C=CC=CC=1)[P](C1C=CC=CC=1)(C1C=CC=CC=1)C1C=CC=CC=1>[CH2:17]([N:21]1[C:25]2[CH:26]=[C:27]([C:2]3[N:6]4[CH2:7][CH2:8][CH2:9][C:5]4=[N:4][C:3]=3[C:10]3[CH:15]=[CH:14][C:13]([F:16])=[CH:12][CH:11]=3)[CH:28]=[CH:29][C:24]=2[N:23]=[C:22]1[NH2:33])[CH:18]([CH3:20])[CH3:19] |f:2.3.4,^1:49,68|. Starting materials: C([O-])([O-])=O.[Na+].[Na+] (sodium carbonate), C(C(C)C)N1C(=NC2=C1C=C(C=C2)B(O)O)N ((1-isobutyl-2-amino-1H-benzimidazol-6-yl)boronic acid), BrC1=C(N=C2N1CCC2)C2=CC=C(C=C2)F (3-bromo-2-(4-fluorophenyl)-6,7-dihydro-5H-pyrrolo[1,2-a]imidazole). Solvent: O (water), C(OC)COC (dimethoxyethane). Yields the product C(C(C)C)N1C(=NC2=C1C=C(C=C2)C2=C(N=C1N2CCC1)C1=CC=C(C=C1)F)N (1-isobutyl-2-amino-6-(2-(4-fluorophenyl)-6,7-dihydro-5H-pyrrolo[1,2-a]imidazol-3-yl)-1H-benzimidazole). Conditions: temperature 90 celsius, time 8 minute. Starting materials: C1(=CC=CC=C1)N1CCC(CC1)=O (1-phenylpiperidin-4-one), [I-].C[P+](C1=CC=CC=C1)(C1=CC=CC=C1)C1=CC=CC=C1 (methyltriphenylphosphonium iodide), [Li+].CCC[CH2-] (N-Butyllithium). Run in C1CCOC1 (THF), C1CCOC1 (THF). Run at temperature 0 celsius, time 30 minute. Product: C=C1CCN(CC1)C1=CC=CC=C1 (4-Methylene-1-phenylpiperidine), oil. Isolated yield 18.3%. RXN SMILES: [I-].C[P+](C1C=CC=CC=1)(C1C=CC=CC=1)C1C=CC=CC=1.[Li+].[CH3:23][CH2:24][CH2:25][CH2-:26].[C:27]1([N:33]2CCC(=O)[CH2:35][CH2:34]2)[CH:32]=[CH:31][CH:30]=[CH:29][CH:28]=1>C1COCC1>[CH2:23]=[C:24]1[CH2:35][CH2:34][N:33]([C:27]2[CH:32]=[CH:31][CH:30]=[CH:29][CH:28]=2)[CH2:26][CH2:25]1 |f:0.1,2.3|. Reported procedure: In a 50 mL round bottom flask, methyltriphenylphosphonium iodide (1.384 g, 3.42 mmol) was suspended in THF (10.0 mL) and cooled to 0° C. N-Butyllithium (1.370 mL, 3.42 mmol) was added drop-wise and the resulting yellow suspension was stirred at 0° C. for 30 min. A solution of 1-phenylpiperidin-4-one (0.500 g, 2.85 mmol) in THF (5.0 mL) was added drop-wise and the orange, yellow suspension was then allowed to slowly warm to 23° C. over 2 hr. The reaction mixture was quenched with sat. NH4Cl (30 m... Reactants: C(C1=CN=CC=C1)(=O)O (nicotinic acid), CN(C)C(=[N+](C)C)ON1C2=C(C=CC=C2)N=N1.[B-](F)(F)(F)F (TBTU), C(C)(C)N(C(C)C)CC (N,N-diisopropylethylamine), BrC=1C=C(C=NC1OCC(F)(F)F)N (5-bromo-6-(2,2,2-trifluoroethoxy)pyridin-3-amine). Solvent: CN(C)C=O (DMF). Run at time 3 hour. Product: BrC=1C=C(C=NC1OCC(F)(F)F)NC(C1=CN=CC=C1)=O (N-[5-Bromo-6-(2,2,2-trifluoro-ethoxy)-pyridin-3-yl]-nicotinamide). Reaction SMILES: [C:1]([OH:9])(=O)[C:2]1[CH:7]=[CH:6][CH:5]=[N:4][CH:3]=1.CN(C(ON1N=NC2C=CC=CC1=2)=[N+](C)C)C.[B-](F)(F)(F)F.C(N(CC)C(C)C)(C)C.[Br:41][C:42]1[CH:43]=[C:44]([NH2:54])[CH:45]=[N:46][C:47]=1[O:48][CH2:49][C:50]([F:53])([F:52])[F:51]>CN(C=O)C>[Br:41][C:42]1[CH:43]=[C:44]([NH:54][C:1](=[O:9])[C:2]2[CH:7]=[CH:6][CH:5]=[N:4][CH:3]=2)[CH:45]=[N:46][C:47]=1[O:48][CH2:49][C:50]([F:51])([F:52])[F:53] |f:1.2|. Procedure: To a solution of nicotinic acid (454 mg, 3.69 mmol) in DMF (33 mL) were added successively TBTU (1.18 g, 3.69 mmol), N,N-diisopropylethylamine (3.16 mL, 18.4 mmol) and 5-bromo-6-(2,2,2-trifluoroethoxy)pyridin-3-amine (1 g, 3.69 mmol). The brown mixture was stirred under argon for 3 h at room temperature. After evaporation of DMF, the brown oil was partitioned between ethyl acetate (50 mL) and 1M NaOH (30 mL). The aqueous layers were back-extracted with ethyl acetate (1×50 mL). The organic parts ... The reactants are OBO, CC#N, ClCCl, Cl[Pd]Cl, [F-], OB(O)c1cc(Br)cnc1F, Nc1cnccc1I, [K+], O. Product: Nc1cnccc1-c1cc(Br)cnc1F. Reaction SMILES: [BH:20]([OH:21])[OH:22].[CH3:23][C:24]#[N:25].[Cl:28][CH2:29][Cl:30].[Cl:32][Pd:33][Cl:34].[F-:26].[F:9][c:10]1[n:11][cH:12][c:13]([Br:19])[cH:14][c:15]1[B:16]([OH:17])[OH:18].[I:1][c:2]1[c:3]([NH2:8])[cH:4][n:5][cH:6][cH:7]1.[K+:27].[OH2:31]>>[c:2]1(-[c:15]2[c:10]([F:9])[n:11][cH:12][c:13]([Br:19])[cH:14]2)[c:3]([NH2:8])[cH:4][n:5][cH:6][cH:7]1.